Dataset: the Open Reaction Database (ORD), a public repository of structured organic reaction records. Task: describe an organic reaction: reactants, conditions, products, and yield Starting materials: [N+](=O)([O-])C1=C(C=CC(=C1)[N+](=O)[O-])C(C(=O)OC)(C(F)(F)F)O (methyl 2-(2,4-dinitrophenyl)-3,3,3-trifluoro-2-hydroxypropanoate). The reagents and catalysts are [Pd] (Pd/C). The solvent is C1CCOC1 (THF), C(C)(=O)OCC (ethyl acetate), C(C)(=O)OCC (ethyl acetate). Conditions: time 8 hour. Yields the product NC1=CC=C2C(C(NC2=C1)=O)(C(F)(F)F)O (6-amino-3-hydroxy-3-(trifluoromethyl)indolin-2-one). The yield is 6.2%. RXN SMILES: [N+:1]([C:4]1[CH:9]=[C:8]([N+:10]([O-])=O)[CH:7]=[CH:6][C:5]=1[C:13]([OH:22])([C:18]([F:21])([F:20])[F:19])[C:14](OC)=[O:15])([O-])=O>C(OCC)(=O)C.C1COCC1.[Pd]>[NH2:10][C:8]1[CH:9]=[C:4]2[C:5]([C:13]([OH:22])([C:18]([F:21])([F:20])[F:19])[C:14](=[O:15])[NH:1]2)=[CH:6][CH:7]=1. Procedure: To a solution of methyl 2-(2,4-dinitrophenyl)-3,3,3-trifluoro-2-hydroxypropanoate (1.3 g, 4.01 mmol) in ethyl acetate (18 mL) was added pH3HCl (5.2 mL) followed by 10% Pd/C (350 mg) in ethyl acetate (3 mL). The mixture was stirred overnight under an atmosphere of H2. The reaction mixture was filtered through a pad of Celite and the filtrate was concentrated in vacuo. The crude residue obtained was partitioned between, dichloromethane (25 mL) and aqueous saturated NaHCO3 (15 mL). The organic phas... Starting materials: C(C)OC(=O)C=C(CCC=C(CCC=C(C(=O)O)C)C)C (11-ethoxycarbonyl-2,6,10-trimethyl-2,6,10-undecatrienoic acid), C(C)NCC (diethylamine). Product: C(C)OC(=O)C=C(CCC=C(CCC=C(C(=O)N(CC)CC)C)C)C (N-(11-ethoxycarbonyl-2,6,10-trimethyl-2,6,10-undecatrienoyl)diethylamine). Reaction SMILES: [CH2:1]([O:3][C:4]([CH:6]=[C:7]([CH3:21])[CH2:8][CH2:9][CH:10]=[C:11]([CH3:20])[CH2:12][CH2:13][CH:14]=[C:15]([CH3:19])[C:16]([OH:18])=O)=[O:5])[CH3:2].[CH2:22]([NH:24][CH2:25][CH3:26])[CH3:23]>>[CH2:1]([O:3][C:4]([CH:6]=[C:7]([CH3:21])[CH2:8][CH2:9][CH:10]=[C:11]([CH3:20])[CH2:12][CH2:13][CH:14]=[C:15]([CH3:19])[C:16]([N:24]([CH2:25][CH3:26])[CH2:22][CH3:23])=[O:18])=[O:5])[CH3:2]. Procedure details: Starting materials: 11-ethoxycarbonyl-2,6,10-trimethyl-2,6,10-undecatrienoic acid and diethylamine. Reactants: C(C)(=O)OC(C(=NO)N)CCCC1CCN(CC1)CC1=CC=CC=C1 (2-acetoxy-5-(1-benzylpiperidin-4-yl)-1-hydroxyiminopentylamine), [N+](=O)([O-])C1=CC=C(C(=O)Cl)C=C1 (4-nitrobenzoyl chloride). The solvent is O1CCCC1 (tetrahydrofuran), O1CCCC1 (tetrahydrofuran). Reaction conditions: time 8 hour. Yields the product C(C)(=O)OC(C(=NOC(C1=CC=C(C=C1)[N+](=O)[O-])=O)N)CCCC1CCN(CC1)CC1=CC=CC=C1 (2-acetoxy-5-(1-benzylpiperidin-4-yl)-1-(4-nitrobenzoyloxyimino)pentylamine). Yield: 45.1%. RXN SMILES: [C:1]([O:4][CH:5]([CH2:10][CH2:11][CH2:12][CH:13]1[CH2:18][CH2:17][N:16]([CH2:19][C:20]2[CH:25]=[CH:24][CH:23]=[CH:22][CH:21]=2)[CH2:15][CH2:14]1)[C:6]([NH2:9])=[N:7][OH:8])(=[O:3])[CH3:2].[N+:26]([C:29]1[CH:37]=[CH:36][C:32]([C:33](Cl)=[O:34])=[CH:31][CH:30]=1)([O-:28])=[O:27]>O1CCCC1>[C:1]([O:4][CH:5]([CH2:10][CH2:11][CH2:12][CH:13]1[CH2:14][CH2:15][N:16]([CH2:19][C:20]2[CH:21]=[CH:22][CH:23]=[CH:24][CH:25]=2)[CH2:17][CH2:18]1)[C:6]([NH2:9])=[N:7][O:8][C:33](=[O:34])[C:32]1[CH:31]=[CH:30][C:29]([N+:26]([O-:28])=[O:27])=[CH:37][CH:36]=1)(=[O:3])[CH3:2]. Procedure: A solution of 2-acetoxy-5-(1-benzylpiperidin-4-yl)-1-hydroxyiminopentylamine (0.59 g) in tetrahydrofuran (5 ml) was added dropwise to a solution of 4-nitrobenzoyl chloride (0.29 g) in tetrahydrofuran (5 ml) and the mixture was stirred overnight at ambient temperature and extracted with ethyl acetate. The extract was washed with a sodium hydrogencarbonate aqueous solution and water, dried over magnesium sulfate and evaporated in vacuo to give 2-acetoxy-5-(1-benzylpiperidin-4-yl)-1-(4-nitrobenzoyl... Reactants: C(C)(C)(C)OC1=C(C(=NC(=C1F)F)F)Cl (4-t-butoxy-3-chloro-2,5,6-trifluoropyridine), [H][H] (hydrogen). Reagents/catalysts: catalyst, [OH-].[OH-].[Pd+2] (Pearlman's catalyst). The solvent is CO (methanol). Reaction conditions: time 22 hour. The product is C(C)(C)(C)OC1=C(C(=NC(=C1)F)F)F (4-t-butoxy-2,3,6-trifluoropyridine). The yield is 56470.9%. RXN SMILES: [C:1]([O:5][C:6]1[C:11]([F:12])=[C:10]([F:13])[N:9]=[C:8]([F:14])[C:7]=1Cl)([CH3:4])([CH3:3])[CH3:2].[H][H]>CO.[OH-].[OH-].[Pd+2]>[C:1]([O:5][C:6]1[CH:7]=[C:8]([F:14])[N:9]=[C:10]([F:13])[C:11]=1[F:12])([CH3:4])([CH3:2])[CH3:3] |f:3.4.5|. Procedure details: To 4-t-butoxy-3-chloro-2,5,6-trifluoropyridine (24.92 g, 0.104 mmol) in 100 mL of methanol was added 2.5 g of Pearlman's catalyst (Aldrich Chemical Co.), and the mixture was stirred at ambient temperature for 14 hours under and atmosphere of hydrogen. An additional 2.5 g of catalyst was added, and the mixture was stirred for another 22 hours. The mixture was filtered, the filtrate was concentrated, and the residue was extracted with hexane/ether. After filtration, the solvent was removed by evap... Reactants: CC(Br)C(=O)O, CC([O-])=S, CC#N, [K+]. Product: CC(=O)SC(C)C(=O)O. Reaction SMILES: [Br:6][CH:7]([C:8](=[O:9])[OH:10])[CH3:11].[C:1]([CH3:2])(=[S:3])[O-:4].[CH3:12][C:13]#[N:14].[K+:5]>>[C:1]([CH3:2])([S:3][CH:7]([C:8](=[O:9])[OH:10])[CH3:11])=[O:4].